This data is from the Open Reaction Database (ORD), a public repository of structured organic reaction records. The task is: describe an organic reaction: reactants, conditions, products, and yield The reactants are IC1=CSC=C1 (3-iodothiophene), [H-].[Li+] (lithium hydride), C(CO)O (ethylene glycol). Reagents/catalysts: [Cu] (copper), S(=O)(=O)([O-])[O-].[Cu+2] (copper(II)sulphate). Reaction conditions: temperature 100 celsius. Yields the product S1C=C(C=C1)OCCO (2-(thiophen-3-yloxy)-ethanol). As a reaction SMILES: I[C:2]1[CH:6]=[CH:5][S:4][CH:3]=1.[H-].[Li+].[CH2:9]([OH:12])[CH2:10][OH:11]>[Cu].S([O-])([O-])(=O)=O.[Cu+2]>[S:4]1[CH:5]=[CH:6][C:2]([O:11][CH2:10][CH2:9][OH:12])=[CH:3]1 |f:1.2,5.6|. Procedure details: To a solution of 1.0 g (4.76 mmol) 3-iodothiophene in 5 ml ethylene glycol is added 109 mg (1.71 mmol) copper powder, 114 mg (0.714 mmol) copper(II)sulphate and 151 mg (19.0 mmol) lithium hydride. The reaction mixture is heated overnight in a sealed flask at 100° C. The reaction mixture is filtered through Celite and evaporated. The resulting oil is then filtered through a 50 g silica pad and eluted with ethyl acetate/hexanes (7:3) to give after evaporation 750 mg of an orange liquid, which is u... The reactants are COC(C(C)C=1C=C2C(N3C(=NC2=CC1)C(=CC(=C3)Cl)Cl)=O)=O (2-(6,8-dichloro-11-oxo-11H-pyrido[2,1-b]quinazolin-2-yl)propionic acid methyl ester), [OH-].[Na+] (sodium hydroxide), S(O)(O)(=O)=O (sulfuric acid), ice water. The solvent is O (water). Yields the product ClC1=CC(=CN2C1=NC1=CC=C(C=C1C2=O)C(C(=O)O)C)Cl (2-(6,8-dichloro-11-oxo-11H-pyrido[2,1-b]quinazolin-2-yl)propionic acid). Reaction SMILES: C[O:2][C:3](=[O:23])[CH:4]([C:6]1[CH:7]=[C:8]2[C:13](=[CH:14][CH:15]=1)[N:12]=[C:11]1[C:16]([Cl:21])=[CH:17][C:18]([Cl:20])=[CH:19][N:10]1[C:9]2=[O:22])[CH3:5].S(=O)(=O)(O)O.[OH-].[Na+]>O>[Cl:21][C:16]1[C:11]2=[N:12][C:13]3[C:8]([C:9](=[O:22])[N:10]2[CH:19]=[C:18]([Cl:20])[CH:17]=1)=[CH:7][C:6]([CH:4]([CH3:5])[C:3]([OH:23])=[O:2])=[CH:15][CH:14]=3 |f:2.3|. Reported procedure: A mixture of 1.4 g. of 2-(6,8-dichloro-11-oxo-11H-pyrido[2,1-b]quinazolin-2-yl)propionic acid methyl ester, 10 ml. of water, and 10 ml. of concentrated sulfuric acid is stirred for 4 hours at 120° (bath temperature). After cooling, the mixture is diluted with 10 ml. of ice water and adjusted with sodium hydroxide solution to a pH of 4-5. After extraction with ethyl acetate, drying, and concentration of the organic phase, 1.1 g. of 2-(6,8-dichloro-11-oxo-11H-pyrido[2,1-b]quinazolin-2-yl)propionic... Reactants: BrC1=C(C=C(C=C1)F)C1=C(C(=NC=2N(C(N(C(C21)=O)C)=O)C)Cl)C#N (5-(2-bromo-5-fluorophenyl)-7-chloro-1,3-dimethyl-2,4-dioxo-1,2,3,4-tetrahydropyrido[2,3-d]pyrimidine-6-carbonitrile), C(=O)(O)[O-].[Na+] (NaHCO3). Solvent: CO (MeOH), N1CCOCC1 (morpholine). Reaction conditions: temperature 80 celsius. The product is BrC1=C(C=C(C=C1)F)C1=C(C(=NC=2N(C(N(C(C21)=O)C)=O)C)N2CCOCC2)C#N (5-(2-Bromo-5-fluoro-phenyl)-1,3-dimethyl-7-morpholin-4-yl-2,4-dioxo-1,2,3,4-tetrahydro-pyrido[2,3-d]pyrimidine-6-carbonitrile). Reaction SMILES: [Br:1][C:2]1[CH:7]=[CH:6][C:5]([F:8])=[CH:4][C:3]=1[C:9]1[C:18]2[C:17](=[O:19])[N:16]([CH3:20])[C:15](=[O:21])[N:14]([CH3:22])[C:13]=2[N:12]=[C:11](Cl)[C:10]=1[C:24]#[N:25].[C:26]([O-:29])(O)=O.[Na+]>CO.N1CCOCC1>[Br:1][C:2]1[CH:7]=[CH:6][C:5]([F:8])=[CH:4][C:3]=1[C:9]1[C:18]2[C:17](=[O:19])[N:16]([CH3:20])[C:15](=[O:21])[N:14]([CH3:22])[C:13]=2[N:12]=[C:11]([N:12]2[CH2:13][CH2:26][O:29][CH2:10][CH2:11]2)[C:10]=1[C:24]#[N:25] |f:1.2|. Procedure details: An amount of 50 mg (0.117 mmole) of 47a was dissolved in 500 μL, of MeOH, 1 ml of morpholine and 512 mg (6.203 mmole) of NaHCO3. The mixture was heated to 80° C. for 1 hr to give 5-(2-Bromo-5-fluoro-phenyl)-1,3-dimethyl-7-morpholin-4-yl-2,4-dioxo-1,2,3,4-tetrahydro-pyrido[2,3-d]pyrimidine-6-carbonitrile (47b). Reactants: C(C=C)(=O)OCC (ethyl acrylate), [O-]CC.[Na+] (sodium ethoxide), C(CCCCCCC\C=C/C\C=C/CCCCC)O[C@@H]1CNC[C@H]1OCCCCCCCC\C=C/C\C=C/CCCCC ((3R,4R)-3,4-bis((9Z,12Z)-Octadec-9,12-dienyloxy)pyrrolidine). Run in C(C)O (ethanol). Reaction conditions: time 5.5 hour. Yields the product C(CCCCCCC\C=C/C\C=C/CCCCC)O[C@@H]1CN(C[C@H]1OCCCCCCCC\C=C/C\C=C/CCCCC)CCC(=O)OCC (ethyl 3-((3R,4R)-3,4-bis((9Z,12Z)-octadec-9,12-dienyloxy)pyrrolidin-1-yl)propanoate). Isolated yield 91.5%. As a reaction SMILES: [CH2:1]([O:19][C@H:20]1[C@H:24]([O:25][CH2:26][CH2:27][CH2:28][CH2:29][CH2:30][CH2:31][CH2:32][CH2:33]/[CH:34]=[CH:35]\[CH2:36]/[CH:37]=[CH:38]\[CH2:39][CH2:40][CH2:41][CH2:42][CH3:43])[CH2:23][NH:22][CH2:21]1)[CH2:2][CH2:3][CH2:4][CH2:5][CH2:6][CH2:7][CH2:8]/[CH:9]=[CH:10]\[CH2:11]/[CH:12]=[CH:13]\[CH2:14][CH2:15][CH2:16][CH2:17][CH3:18].[C:44]([O:48][CH2:49][CH3:50])(=[O:47])[CH:45]=[CH2:46].[O-]CC.[Na+]>C(O)C>[CH2:1]([O:19][C@H:20]1[C@H:24]([O:25][CH2:26][CH2:27][CH2:28][CH2:29][CH2:30][CH2:31][CH2:32][CH2:33]/[CH:34]=[CH:35]\[CH2:36]/[CH:37]=[CH:38]\[CH2:39][CH2:40][CH2:41][CH2:42][CH3:43])[CH2:23][N:22]([CH2:46][CH2:45][C:44]([O:48][CH2:49][CH3:50])=[O:47])[CH2:21]1)[CH2:2][CH2:3][CH2:4][CH2:5][CH2:6][CH2:7][CH2:8]/[CH:9]=[CH:10]\[CH2:11]/[CH:12]=[CH:13]\[CH2:14][CH2:15][CH2:16][CH2:17][CH3:18] |f:2.3|. Procedure details: Compound 1 (100 mg, 0.167 mmol) obtained in Example 1 was dissolved in ethanol (2 mL), and stirred for 5.5 hours under heat and reflux after adding ethyl acrylate (0.181 mL, 1.67 mmol) and sodium ethoxide (5.7 mg, 0.083 mmol). After cooling the reaction solution, the solvent was distilled away under reduced pressure. The resulting residue was purified by silica gel column chromatography (chloroform/methanol=100/0 to 97/3) to give ethyl 3-((3R,4R)-3,4-bis((9Z,12Z)-octadec-9,12-dienyloxy)pyrrolidi... The reactants are BrC1=C(C=CC(=C1)F)S(=O)(=O)NC1=CC=C2[C@@H]3[C@H](COC2=C1C(=O)OC)OCC3 (methyl cis-(3aRS,9bRS)-7-(2-bromo-4-fluorobenzenesulfonylamino)-1,3a,4,9b-tetrahydro-2H-furo[2,3-c]chromene-6-carboxylate), BrC1=C(C=CC(=C1)F)S(=O)(=O)Cl (2-bromo-4-fluorobenzenesulfonyl chloride), NC1=CC=C2C3=C(C=NC2=C1C(=O)OC)OCC3 (methyl 7-amino-1,2-dihydrofuro[2,3-c]quinoline-6-carboxylate), NC1=CC=C2C3=C(C=NC2=C1C(=O)OC)OCC3 (methyl 7-amino-1,2-dihydrofuro[2,3-c]quinoline-6-carboxylate). Conditions: time 3 day. Product: BrC1=C(C=CC(=C1)F)S(=O)(=O)NC1=CC=C2C3=C(C=NC2=C1C(=O)OC)OCC3 (Methyl 7-(2-bromo-4-fluorobenzenesulfonylamino)-1,2-dihydro-furo[2,3-c]quinoline-6-carboxylate). As a reaction SMILES: [Br:1][C:2]1[CH:7]=[C:6]([F:8])[CH:5]=[CH:4][C:3]=1[S:9]([NH:12][C:13]1[C:22]([C:23]([O:25][CH3:26])=[O:24])=[C:21]2[C:16]([C@H:17]3[CH2:29][CH2:28][O:27][C@H:18]3[CH2:19]O2)=[CH:15][CH:14]=1)(=[O:11])=[O:10].[NH2:30]C1C(C(OC)=O)=C2C(C3CCOC=3C=N2)=CC=1.BrC1C=C(F)C=CC=1S(Cl)(=O)=O>>[Br:1][C:2]1[CH:7]=[C:6]([F:8])[CH:5]=[CH:4][C:3]=1[S:9]([NH:12][C:13]1[C:22]([C:23]([O:25][CH3:26])=[O:24])=[C:21]2[C:16]([C:17]3[CH2:29][CH2:28][O:27][C:18]=3[CH:19]=[N:30]2)=[CH:15][CH:14]=1)(=[O:11])=[O:10]. Reported procedure: Prepared by proceeding in a similar manner to Intermediate 18, starting from methyl 7-amino-1,2-dihydrofuro[2,3-c]quinoline-6-carboxylate (Intermediate 23) and 2-bromo-4-fluorobenzenesulfonyl chloride and stirring at room temperature for 3 days. The reactants are O(C1=CC=CC=C1)C1=CC=C(N)C=C1 (p-Phenoxyaniline), S(=O)(Cl)Cl (thionyl chloride), CN=C=O (Methyl isocyanate), O=CC(Cl)(Cl)Cl (chloral). Run in C(Cl)Cl (methylene chloride), COCCOC (1,2-dimethoxyethane). Reaction conditions: time 1 hour. Product: CN(C(=O)NC1=CC=C(C=C1)OC1=CC=CC=C1)C(C(Cl)(Cl)Cl)Cl (1-methyl-1(1,2,2,2,-tetrachloroethyl)-3-(4-phenoxyphenyl) urea). The yield is 19.4%. As a reaction SMILES: [O:1]([C:8]1[CH:14]=[CH:13][C:11]([NH2:12])=[CH:10][CH:9]=1)[C:2]1[CH:7]=[CH:6][CH:5]=[CH:4][CH:3]=1.[CH3:15][N:16]=[C:17]=[O:18].O=[CH:20][C:21]([Cl:24])([Cl:23])[Cl:22].S(Cl)([Cl:27])=O>C(Cl)Cl.COCCOC>[CH3:15][N:16]([CH:20]([Cl:27])[C:21]([Cl:24])([Cl:23])[Cl:22])[C:17]([NH:12][C:11]1[CH:10]=[CH:9][C:8]([O:1][C:2]2[CH:3]=[CH:4][CH:5]=[CH:6][CH:7]=2)=[CH:14][CH:13]=1)=[O:18]. Procedure: p-Phenoxyaniline (11.7 g, 0.063 mol) was dissolved in 25 ml. 1,2-dimethoxyethane (Ansul E-121) and heated to 65° C. Methyl isocyanate (3.7 g, 0.65 mol) was added over a period of 10 minutes. Heating and stirring were continued for 1 hour. Then chloral (14.8 g, 0.1 mol) was added to the hot solution, followed immediately by the addition of 11.9 g (0.1 mol) thionyl chloride. It was kept at 65° C. for 41/2 hours. The solution was cooled to 40°, and 25 ml of methylene chloride was added. The solutio...